Task: describe an organic reaction: reactants, conditions, products, and yield. Dataset: the Open Reaction Database (ORD), a public repository of structured organic reaction records Reactants: COc1cccc(Sc2sc(CN(C)C(=O)OC(C)(C)C)cc2Br)c1, COCCOC, OB(O)c1ccccc1F, [Na+], [Na+], O=C([O-])[O-], O, c1ccc(P(c2ccccc2)(c2ccccc2)[Pd](P(c2ccccc2)(c2ccccc2)c2ccccc2)(P(c2ccccc2)(c2ccccc2)c2ccccc2)P(c2ccccc2)(c2ccccc2)c2ccccc2)cc1. Yields the product COc1cccc(Sc2sc(CN(C)C(=O)OC(C)(C)C)cc2-c2ccccc2F)c1. As a reaction SMILES: [Br:1][c:2]1[cH:3][c:4]([CH2:16][N:17]([C:18]([O:19][C:20]([CH3:21])([CH3:22])[CH3:23])=[O:24])[CH3:25])[s:5][c:6]1[S:7][c:8]1[cH:9][c:10]([O:14][CH3:15])[cH:11][cH:12][cH:13]1.[CH3:42][O:43][CH2:44][CH2:45][O:46][CH3:47].[F:26][c:27]1[c:28]([B:33]([OH:34])[OH:35])[cH:29][cH:30][cH:31][cH:32]1.[Na+:36].[Na+:37].[O-:38][C:39](=[O:40])[O-:41].[OH2:48].[cH:49]1[cH:50][cH:51][c:52]([P:53]([Pd:54]([P:55]([c:56]2[cH:57][cH:58][cH:59][cH:60][cH:61]2)([c:62]2[cH:63][cH:64][cH:65][cH:66][cH:67]2)[c:68]2[cH:69][cH:70][cH:71][cH:72][cH:73]2)([P:74]([c:75]2[cH:76][cH:77][cH:78][cH:79][cH:80]2)([c:81]2[cH:82][cH:83][cH:84][cH:85][cH:86]2)[c:87]2[cH:88][cH:89][cH:90][cH:91][cH:92]2)[P:93]([c:94]2[cH:95][cH:96][cH:97][cH:98][cH:99]2)([c:100]2[cH:101][cH:102][cH:103][cH:104][cH:105]2)[c:106]2[cH:107][cH:108][cH:109][cH:110][cH:111]2)([c:112]2[cH:113][cH:114][cH:115][cH:116][cH:117]2)[c:118]2[cH:119][cH:120][cH:121][cH:122][cH:123]2)[cH:124][cH:125]1>>[c:2]1(-[c:28]2[c:27]([F:26])[cH:32][cH:31][cH:30][cH:29]2)[cH:3][c:4]([CH2:16][N:17]([C:18]([O:19][C:20]([CH3:21])([CH3:22])[CH3:23])=[O:24])[CH3:25])[s:5][c:6]1[S:7][c:8]1[cH:9][c:10]([O:14][CH3:15])[cH:11][cH:12][cH:13]1. The product is COc1ccc(Nc2ncccc2CO)cn1. The reactants are [Al+3], COC(=O)c1cccnc1Nc1ccc(OC)nc1, CCOC(C)=O, [H-], [H-], [H-], [H-], [Li+], [Na+], C1CCOC1, [OH-]. As a reaction SMILES: [Al+3:2].[CH3:12][O:13][c:14]1[cH:15][cH:16][c:17]([NH:20][c:21]2[c:22]([C:23](=[O:24])[O:25][CH3:26])[cH:27][cH:28][cH:29][n:30]2)[cH:18][n:19]1.[CH3:33][CH2:34][O:35][C:36](=[O:37])[CH3:38].[H-:1].[H-:4].[H-:5].[H-:6].[Li+:3].[Na+:32].[O:7]1[CH2:8][CH2:9][CH2:10][CH2:11]1.[OH-:31]>>[CH3:12][O:13][c:14]1[cH:15][cH:16][c:17]([NH:20][c:21]2[c:22]([CH2:23][OH:24])[cH:27][cH:28][cH:29][n:30]2)[cH:18][n:19]1. Starting materials: [OH-].[Na+] (sodium hydroxide), CC=1C(=NC=C(C1)[N+](=O)[O-])OCC1=NC=CC=C1 (3-Methyl-5-nitro-2-(pyridin-2-ylmethyloxy)pyridine), [Sn](Cl)Cl (tin (II) chloride). The solvent is O (water), C(C)O (ethanol), Cl (HCl). Reaction conditions: temperature 60 celsius, time 1 hour. Yields the product NC=1C=C(C(=NC1)OCC1=NC=CC=C1)C (5-Amino3-methyl-2-(pyridin-2-ylmethyloxy)pyridine). Isolated yield 99.3%. Reaction SMILES: [CH3:1][C:2]1[C:3]([O:11][CH2:12][C:13]2[CH:18]=[CH:17][CH:16]=[CH:15][N:14]=2)=[N:4][CH:5]=[C:6]([N+:8]([O-])=O)[CH:7]=1.[Sn](Cl)Cl.[OH-].[Na+]>C(O)C.Cl.O>[NH2:8][C:6]1[CH:7]=[C:2]([CH3:1])[C:3]([O:11][CH2:12][C:13]2[CH:18]=[CH:17][CH:16]=[CH:15][N:14]=2)=[N:4][CH:5]=1 |f:2.3|. Procedure details: 3-Methyl-5-nitro-2-(pyridin-2-ylmethyloxy)pyridine (D14, 1.42 g, 5.8 mmol) in ethanol (100 ml) was treated dropwise with a solution of tin (II) chloride (5.68 g) in conc. HCl (10 ml) at 60° C. The mixture was stirred at 60° C. for one hour, then cooled, diluted with water and basified with 40% aqueous sodium hydroxide solution. The aqueous solution was extracted with dichloromethane (3×100 ml), dried (Na2SO4) and evaporated in vacuo to afford the title compound (1.24 g, 100%) as a brown liquid. The reactants are BrC=1C=C2C(=C(C(OC2=CC1OC)=O)C1=CC=C(C=C1)C(F)(F)F)CC1=CC=C(C=C1)OCCN1CCCC1 (6-bromo-7-methoxy-4-(4-(2-pyrrolidin-1-yl-ethoxy)-benzyl)-3-(4-trifluoromethyl-phenyl)-chromen-2-one), Br (hydrogen bromide), C([O-])(O)=O.[Na+] (sodium bicarbonate). Solvent: C(C)(=O)O (acetic acid). Product: BrC=1C=C2C(=C(C(OC2=CC1O)=O)C1=CC=C(C=C1)C(F)(F)F)CC1=CC=C(C=C1)OCCN1CCCC1 (6-Bromo-7-hydroxy-4-(4-(2-pyrrolidin-1-yl-ethoxy)-benzyl)-3-(4-trifluoromethyl-phenyl)-chromen-2-one). Yield: 25.5%. As a reaction SMILES: [Br:1][C:2]1[CH:3]=[C:4]2[C:9](=[CH:10][C:11]=1[O:12]C)[O:8][C:7](=[O:14])[C:6]([C:15]1[CH:20]=[CH:19][C:18]([C:21]([F:24])([F:23])[F:22])=[CH:17][CH:16]=1)=[C:5]2[CH2:25][C:26]1[CH:31]=[CH:30][C:29]([O:32][CH2:33][CH2:34][N:35]2[CH2:39][CH2:38][CH2:37][CH2:36]2)=[CH:28][CH:27]=1.Br.C(=O)(O)[O-].[Na+]>C(O)(=O)C>[Br:1][C:2]1[CH:3]=[C:4]2[C:9](=[CH:10][C:11]=1[OH:12])[O:8][C:7](=[O:14])[C:6]([C:15]1[CH:20]=[CH:19][C:18]([C:21]([F:22])([F:23])[F:24])=[CH:17][CH:16]=1)=[C:5]2[CH2:25][C:26]1[CH:31]=[CH:30][C:29]([O:32][CH2:33][CH2:34][N:35]2[CH2:36][CH2:37][CH2:38][CH2:39]2)=[CH:28][CH:27]=1 |f:2.3|. Reported procedure: A solution of 6-bromo-7-methoxy-4-(4-(2-pyrrolidin-1-yl-ethoxy)-benzyl)-3-(4-trifluoromethyl-phenyl)-chromen-2-one (0.20 g, 0.3 mmol) and hydrogen bromide in acetic acid (10 mL) was heated to reflux overnight. After cooling, excess acetic acid was removed under reduced pressure. The resulting residue was dissolved in ethyl acetate and washed with saturated sodium bicarbonate, water, and saturated sodium chloride in succession; dried over magnesium sulfate; filtered; and concnetrated under reduce... Starting materials: C(C)(=O)Cl (acetyl chloride), solution, ClC1=CC(=NC=C1)C(=O)NC (4-chloro-N-methylpyridine-2-carboxamide), C(C)O (ethanol). Run in C1(=CC=CC=C1)C (toluene). Yields the product Cl.ClC1=CC(=NC=C1)C(=O)NC (4-chloro-N-methyl-pyridine-2-carboxamide hydrochloride). As a reaction SMILES: [Cl:1][C:2]1[CH:7]=[CH:6][N:5]=[C:4]([C:8]([NH:10][CH3:11])=[O:9])[CH:3]=1.C(O)C.C(Cl)(=O)C>C1(C)C=CC=CC=1>[ClH:1].[Cl:1][C:2]1[CH:7]=[CH:6][N:5]=[C:4]([C:8]([NH:10][CH3:11])=[O:9])[CH:3]=1 |f:4.5|. Procedure: 420 g of a solution of 4-chloro-N-methylpyridine-2-carboxamide (prepared according to WO2006/034796) in toluene (approx. 30% w/w) and 48.8 g of ethanol were charged into a reaction flask. 67.2 g of acetyl chloride was added with stirring to such a degree that the temperature of the reaction mixture did not exceed 30° C. After stirring further at room temperature for 1.5 h the product was filtered off, washed with toluene (212 g) and dried under reduced pressure (30° C., 80 mbar). In this way 156... Starting materials: BrB(Br)Br, ClCCl, COCC(C)Oc1cc(Oc2cnc(S(C)(=O)=O)cn2)cc(-c2ccc(C3=NCC(CO)O3)[nH]2)c1, [Na+], O=C([O-])O. Product: CC(CO)Oc1cc(Oc2cnc(S(C)(=O)=O)cn2)cc(-c2ccc(C3=NCC(CO)O3)[nH]2)c1. As a reaction SMILES: [B:36]([Br:37])([Br:38])[Br:39].[CH2:45]([Cl:46])[Cl:47].[CH3:1][O:2][CH2:3][CH:4]([O:5][c:6]1[cH:7][c:8](-[c:23]2[cH:24][cH:25][c:26]([C:28]3=[N:32][CH2:31][CH:30]([CH2:33][OH:34])[O:29]3)[nH:27]2)[cH:9][c:10]([O:12][c:13]2[n:14][cH:15][c:16]([S:19](=[O:20])(=[O:21])[CH3:22])[n:17][cH:18]2)[cH:11]1)[CH3:35].[Na+:40].[OH:41][C:42](=[O:43])[O-:44]>>[OH:2][CH2:3][CH:4]([O:5][c:6]1[cH:7][c:8](-[c:23]2[cH:24][cH:25][c:26]([C:28]3=[N:32][CH2:31][CH:30]([CH2:33][OH:34])[O:29]3)[nH:27]2)[cH:9][c:10]([O:12][c:13]2[n:14][cH:15][c:16]([S:19](=[O:20])(=[O:21])[CH3:22])[n:17][cH:18]2)[cH:11]1)[CH3:35].